The task is: describe an organic reaction: reactants, conditions, products, and yield. This data is from the Open Reaction Database (ORD), a public repository of structured organic reaction records. The reactants are C1(=CC=CC=C1)C(C(=O)Cl)C1=CC=CC=C1 (diphenylacetyl chloride), C(CC)OCCN (2-propoxy-ethylamine). Product: C1(=CC=CC=C1)C(C(=O)NCCOCCC)C1=CC=CC=C1 (2,2-Diphenyl-N-(2-propoxy-ethyl)-acetamide). RXN SMILES: [C:1]1([CH:7]([C:11]2[CH:16]=[CH:15][CH:14]=[CH:13][CH:12]=2)[C:8](Cl)=[O:9])[CH:6]=[CH:5][CH:4]=[CH:3][CH:2]=1.[CH2:17]([O:20][CH2:21][CH2:22][NH2:23])[CH2:18][CH3:19]>>[C:1]1([CH:7]([C:11]2[CH:16]=[CH:15][CH:14]=[CH:13][CH:12]=2)[C:8]([NH:23][CH2:22][CH2:21][O:20][CH2:17][CH2:18][CH3:19])=[O:9])[CH:6]=[CH:5][CH:4]=[CH:3][CH:2]=1. Procedure details: The title compound, white solid, m.p. 77.8-78.9° C. and MS: m/e=297 (M+) was prepared in accordance with the general method of example 1 from diphenylacetyl chloride and 2-propoxy-ethylamine. Reactants: F\C=C(\CN(C=O)C=O)/CCC1=CC=C(C=C1)F ((E)-N-(2-(fluoromethylene)-4-(p-fluorophenyl)butyl)-N-formyl formamide), Cl (hydrochloric acid), C(C)O (ethanol), O (water). Run in C1(=CC=CC=C1)C (toluene). Conditions: temperature 25 celsius, time 1 hour. Yields the product NC/C(/CCC1=CC=C(C=C1)F)=C/F ((E)-1-amino-2-(fluoromethylene)-4-(p-fluorophenyl)butane). Reaction SMILES: [F:1]/[CH:2]=[C:3](\[CH2:10][CH2:11][C:12]1[CH:17]=[CH:16][C:15]([F:18])=[CH:14][CH:13]=1)/[CH2:4][N:5](C=O)C=O.C(O)C.O.Cl>C1(C)C=CC=CC=1>[NH2:5][CH2:4]/[C:3](=[CH:2]/[F:1])/[CH2:10][CH2:11][C:12]1[CH:13]=[CH:14][C:15]([F:18])=[CH:16][CH:17]=1. Procedure: Combine (E)-N-(2-(fluoromethylene)-4-(p-fluorophenyl)butyl)-N-formyl formamide (8.0 g, 32.7 mmol), ethanol (19.9 g), water (29.8 g), and aqueous 12M hydrochloric acid solution (13.1 g). Heat to reflux. After 1 hour, add toluene (29.8 g). Cool to 25° C. Separate the layers. Distill the aqueous layer until the volume is reduced by about two thirds. Cool to 50° C. Add concentrated aqueous hydrochloric acid solution (50 g). Cool to -5° C., filter , rinse with toluene, and dry in vacuo at 60° C. to g...